From a dataset of the Open Reaction Database (ORD), a public repository of structured organic reaction records. describe an organic reaction: reactants, conditions, products, and yield The reactants are ClC=1N=C(C2=C(N1)C(=NC=N2)NC)N2CCS(CC2)=O (2-chloro-8-methylamino-4-(1-oxido-thiomorpholino)-pyrimido-[5,4-d]-pyrimidine), N1CCNCC1 (piperazine). The solvent is ClC=1N=C(C2=C(N1)C(=NC=N2)Cl)N2CCS(CC2)=O (2,8-Dichloro-4-(1-oxido-thiomorpholino)-pyrimido[5,4-d]pyrimidine). Yields the product CNC1=NC=NC2=C1N=C(N=C2N2CCS(CC2)=O)N2CCNCC2 (8-Methylamino-4-(1-oxido-thiomorpholino)-2-piperazino-pyrimido-[5,4-d]-pyrimidine). Reaction SMILES: Cl[C:2]1[N:3]=[C:4]([N:14]2[CH2:19][CH2:18][S:17](=[O:20])[CH2:16][CH2:15]2)[C:5]2[N:11]=[CH:10][N:9]=[C:8]([NH:12][CH3:13])[C:6]=2[N:7]=1.[NH:21]1[CH2:26][CH2:25][NH:24][CH2:23][CH2:22]1>ClC1N=C(N2CCS(=O)CC2)C2N=CN=C(Cl)C=2N=1>[CH3:13][NH:12][C:8]1[C:6]2[N:7]=[C:2]([N:21]3[CH2:26][CH2:25][NH:24][CH2:23][CH2:22]3)[N:3]=[C:4]([N:14]3[CH2:19][CH2:18][S:17](=[O:20])[CH2:16][CH2:15]3)[C:5]=2[N:11]=[CH:10][N:9]=1. Procedure: This compound was prepared analogous to Example 118 from 2-chloro-8-methylamino-4-(1-oxido-thiomorpholino)-pyrimido-[5,4-d]-pyrimidine (m.p.: 278°-280° C.) and piperazine in dioxane at 80° C. Starting materials: ClC1=CC=CC=C1 (Chlorobenzene), 7-fluorobenzothiophenyl, COC(Cl)Cl (dichloromethyl methyl ether), polyphosphoric acid, COC(CSC1=C(C=CC=C1)F)OC (1-(2,2-dimethoxy-ethylsulfanyl)-2-fluoro-benzene), C(=O)(O)[O-].[Na+] (NaHCO3). Reagents/catalysts: [Ti](Cl)(Cl)(Cl)Cl (Titanium tetrachloride). Run in O (water), C(Cl)Cl (DCM). Run at time 30 minute. Product: FC1=CC=CC=2C(=CSC21)C=O (7-fluorobenzothiophene-3-carboxaldehyde). As a reaction SMILES: ClC1C=CC=CC=1.CO[CH:10](OC)[CH2:11][S:12][C:13]1[CH:18]=[CH:17][CH:16]=[CH:15][C:14]=1[F:19].[CH3:22][O:23]C(Cl)Cl.C([O-])(O)=O.[Na+]>O.C(Cl)Cl.[Ti](Cl)(Cl)(Cl)Cl>[F:19][C:14]1[C:13]2[S:12][CH:11]=[C:10]([CH:22]=[O:23])[C:18]=2[CH:17]=[CH:16][CH:15]=1 |f:3.4|. Reported procedure: 2-Fluorothiophenol (4.14 g, 32.6 mmol) was dissolved in anhydrous THF (100 mL). Potassium tert-butoxide (1.0 M in THF, 35.8 mL) was added and the suspension was stirred at room temperature for 15 minutes. 2-Chloroacetaldehyde dimethyl acetal was added and the mixture was stirred for 3 days. Water (100 mL) was added and the solution was extracted with diethyl ether (3×100 mL). The extracts were concentrated to a yellow oil and chromatographed (5 to 20% ethyl acetate in hexane) to yield 1-(2,2-dim... The reactants are CN(CC(=O)O)C(=O)OC(C)(C)C, CCN=C=NCCCN(C)C, CN(C)C=O, Cl, Nc1ncnc2c1c(-c1ccc(Oc3ccccc3)cc1)nn2C1CCNCC1, On1nnc2cccnc21. The product is CN(CC(=O)N1CCC(n2nc(-c3ccc(Oc4ccccc4)cc3)c3c(N)ncnc32)CC1)C(=O)OC(C)(C)C. RXN SMILES: [C:30]([CH3:31])([CH3:32])([CH3:33])[O:34][C:35](=[O:36])[N:37]([CH2:38][C:39](=[O:40])[OH:41])[CH3:42].[CH3:44][N:45]([CH3:46])[CH2:47][CH2:48][CH2:49][N:50]=[C:51]=[N:52][CH2:53][CH3:54].[CH3:65][N:66]([CH3:67])[CH:68]=[O:69].[ClH:43].[O:1]([c:2]1[cH:3][cH:4][cH:5][cH:6][cH:7]1)[c:8]1[cH:9][cH:10][c:11](-[c:14]2[n:15][n:16]([CH:24]3[CH2:25][CH2:26][NH:27][CH2:28][CH2:29]3)[c:17]3[n:18][cH:19][n:20][c:21]([NH2:23])[c:22]23)[cH:12][cH:13]1.[OH:55][n:56]1[c:57]2[n:58][cH:59][cH:60][cH:61][c:62]2[n:63][n:64]1>>[O:1]([c:2]1[cH:3][cH:4][cH:5][cH:6][cH:7]1)[c:8]1[cH:9][cH:10][c:11](-[c:14]2[n:15][n:16]([CH:24]3[CH2:25][CH2:26][N:27]([C:39]([CH2:38][N:37]([C:35]([O:34][C:30]([CH3:31])([CH3:32])[CH3:33])=[O:36])[CH3:42])=[O:40])[CH2:28][CH2:29]3)[c:17]3[n:18][cH:19][n:20][c:21]([NH2:23])[c:22]23)[cH:12][cH:13]1.